Dataset: the Open Reaction Database (ORD), a public repository of structured organic reaction records. Task: describe an organic reaction: reactants, conditions, products, and yield Starting materials: 500g, [H][H] (hydrogen), [H][H] (hydrogen), CC(CC(C)=O)C (4-methyl-2-pentanone), C1(=CC=CC=C1)NC1=CC=C(C=C1)N (N-phenyl-p-phenylenediamine). The reagents and catalysts are [Cr](=O)([O-])[O-].[Cu+2] (copper chromite). Yields the product CC(CC(C)C)NC1=CC=C(C=C1)NC1=CC=CC=C1 (N-(1,3-dimethylbutyl)-N'-phenyl-p-phenylenediamine). Reaction SMILES: [CH3:1][CH:2]([CH3:7])[CH2:3][C:4](=O)[CH3:5].[C:8]1([NH:14][C:15]2[CH:20]=[CH:19][C:18]([NH2:21])=[CH:17][CH:16]=2)[CH:13]=[CH:12][CH:11]=[CH:10][CH:9]=1.[H][H]>[Cr]([O-])([O-])=O.[Cu+2]>[CH3:5][CH:4]([NH:21][C:18]1[CH:17]=[CH:16][C:15]([NH:14][C:8]2[CH:13]=[CH:12][CH:11]=[CH:10][CH:9]=2)=[CH:20][CH:19]=1)[CH2:3][CH:2]([CH3:7])[CH3:1] |f:3.4|. Procedure: A mixture of 500g. (5 moles) 4-methyl-2-pentanone and 184 g. (1 mole) N-phenyl-p-phenylenediamine containing 10 g. copper chromite catalyst was reacted at 150°-160° C and 1000 psi hydrogen pressure until the hydrogen uptake became very slow. After filtering off the catalyst and topping off the filtrate at 100 mm. and 100° C, 208 g. still pot residue of crude product N-(1,3-dimethylbutyl)-N'-phenyl-p-phenylenediamine was obtained, while the excess 4-methyl-2-pentanone, and the water and 4-methyl-...